Dataset: the Open Reaction Database (ORD), a public repository of structured organic reaction records. Task: describe an organic reaction: reactants, conditions, products, and yield Reactants: CC(=O)O, CO, Nn1cc(C(=O)NCc2ccc(Cl)cc2)c(=O)c2cc(C#CCO)ccc21, CN(C)C=O. Product: Nn1cc(C(=O)NCc2ccc(Cl)cc2)c(=O)c2cc(CCCO)ccc21. As a reaction SMILES: [CH3:28][C:29](=[O:30])[OH:31].[CH3:32][OH:33].[NH2:1][n:2]1[cH:3][c:4]([C:17](=[O:18])[NH:19][CH2:20][c:21]2[cH:22][cH:23][c:24]([Cl:27])[cH:25][cH:26]2)[c:5](=[O:16])[c:6]2[cH:7][c:8]([C:12]#[C:13][CH2:14][OH:15])[cH:9][cH:10][c:11]12.[O:34]=[CH:35][N:36]([CH3:37])[CH3:38]>>[NH2:1][n:2]1[cH:3][c:4]([C:17](=[O:18])[NH:19][CH2:20][c:21]2[cH:22][cH:23][c:24]([Cl:27])[cH:25][cH:26]2)[c:5](=[O:16])[c:6]2[cH:7][c:8]([CH2:12][CH2:13][CH2:14][OH:15])[cH:9][cH:10][c:11]12. The reactants are C(C)(=O)NC1=C(C=CC(=C1)S(=O)C1=CC=CC=C1)N (2-acetamido-1-amino4-phenylsulfinylbenzene), COC(=O)N=C=S (methoxycarbonyl isothiocyanate). The solvent is CC(=O)C (acetone). Product: C(C)(=O)NC1=C(C=CC(=C1)S(=O)C1=CC=CC=C1)NC(=S)NC(=O)OC (2-acetamido-1-(3-methoxycarbonyl-2-thioureido)-4-phenylsulfinylbenzene). As a reaction SMILES: [C:1]([NH:4][C:5]1[CH:10]=[C:9]([S:11]([C:13]2[CH:18]=[CH:17][CH:16]=[CH:15][CH:14]=2)=[O:12])[CH:8]=[CH:7][C:6]=1[NH2:19])(=[O:3])[CH3:2].[CH3:20][O:21][C:22]([N:24]=[C:25]=[S:26])=[O:23]>CC(C)=O>[C:1]([NH:4][C:5]1[CH:10]=[C:9]([S:11]([C:13]2[CH:14]=[CH:15][CH:16]=[CH:17][CH:18]=2)=[O:12])[CH:8]=[CH:7][C:6]=1[NH:19][C:25]([NH:24][C:22]([O:21][CH3:20])=[O:23])=[S:26])(=[O:3])[CH3:2]. Procedure details: 1 G. of 2-acetamido-1-amino4-phenylsulfinylbenzene in 30 ml. acetone is treated overnight with 2 g. methoxycarbonyl isothiocyanate. The solution is concentrated and the residue triturated with ether. Recrystallization yields 2-acetamido-1-(3-methoxycarbonyl-2-thioureido)-4-phenylsulfinylbenzene.